Dataset: the Open Reaction Database (ORD), a public repository of structured organic reaction records. Task: describe an organic reaction: reactants, conditions, products, and yield Reactants: Cc1noc(N)c1Br, C1CCOC1, CCCc1sc2ccccc2c1S(=O)(=O)Cl. Product: CCCc1sc2ccccc2c1S(=O)(=O)Nc1onc(C)c1Br. As a reaction SMILES: [Br:1][c:2]1[c:3]([CH3:8])[n:4][o:5][c:6]1[NH2:7].[CH2:25]1[O:26][CH2:27][CH2:28][CH2:29]1.[CH2:9]([CH2:10][CH3:11])[c:12]1[c:13]([S:21](=[O:22])(=[O:23])[Cl:24])[c:14]2[c:15]([s:16]1)[cH:17][cH:18][cH:19][cH:20]2>>[Br:1][c:2]1[c:3]([CH3:8])[n:4][o:5][c:6]1[NH:7][S:21]([c:13]1[c:12]([CH2:9][CH2:10][CH3:11])[s:16][c:15]2[c:14]1[cH:20][cH:19][cH:18][cH:17]2)(=[O:22])=[O:23]. Reactants: FC(C=1C=C(C=O)C=CC1)(F)F (3-(trifluoromethyl)benzaldehyde), CC(C(C(=O)N[C@H]1CC[C@@H]2CNC[C@@H]21)C2=CC=CC=C2)C (3-Methyl-N-[(3aR,4S,6aS)-octahydrocyclopenta[c]pyrrol-4-yl]-2-phenylbutanamide), C1(CCCCC1)C(C(=O)N[C@H]1CC[C@H]2CNC[C@H]21)C2CCCCC2 (2,2-dicyclohexyl-N-[(3aS,4S,6aR)-octahydrocyclopenta[c]pyrrol-4-yl]acetamide). The product is C1(=CC=CC=C1)C(CCN1C[C@@H]2[C@H](C1)[C@H](CC2)NC(C(C(C)C)C2=CC=CC=C2)=O)C2=CC=CC=C2 (N-[(3aR,4S,6aS)-2-(3,3-diphenylpropyl)octahydrocyclopenta[c]pyrrol-4-yl]-3-methyl-2-phenylbutanamide). As a reaction SMILES: F[C:2](F)(F)C1C=C(C=CC=1)C=O.[CH3:13][CH:14]([CH3:33])[CH:15]([C:27]1[CH:32]=[CH:31][CH:30]=[CH:29][CH:28]=1)[C:16]([NH:18][C@@H:19]1[C@@H:26]2[C@@H:22]([CH2:23][NH:24][CH2:25]2)[CH2:21][CH2:20]1)=[O:17].[CH:34]1([CH:40]([CH:52]2[CH2:57][CH2:56][CH2:55][CH2:54][CH2:53]2)[C:41](N[C@@H]2[C@H]3[C@H](CNC3)CC2)=O)[CH2:39][CH2:38][CH2:37][CH2:36][CH2:35]1>>[C:52]1([CH:40]([C:34]2[CH:35]=[CH:36][CH:37]=[CH:38][CH:39]=2)[CH2:41][CH2:2][N:24]2[CH2:25][C@@H:26]3[C@@H:19]([NH:18][C:16](=[O:17])[CH:15]([C:27]4[CH:28]=[CH:29][CH:30]=[CH:31][CH:32]=4)[CH:14]([CH3:33])[CH3:13])[CH2:20][CH2:21][C@@H:22]3[CH2:23]2)[CH:53]=[CH:54][CH:55]=[CH:56][CH:57]=1. Procedure: The title compound was prepared by substituting 3,3-diphenylpropanal for 3-(trifluoromethyl)benzaldehyde and 3-methyl-N-[(3aR,4S,6aS)-octahydrocyclopenta[c]pyrrol-4-yl]-2-phenylbutanamide from Example 83 Step A for 2,2-dicyclohexyl-N-[(3aS,4S,6aR)-octahydrocyclopenta[c]pyrrol-4-yl]acetamide in the procedure described for Example 54: 1H NMR (500 MHz, pyridine-d5) δ ppm 8.59 (dd, J=2.9, 7.0, 1H), 7.65 (d, J=8.1, 2H), 7.46 (d, J=7.2, 1H), 7.44-7.37 (m, 4H), 7.33 (tt, J=3.7, 7.7, 6H), 7.28-7.24 (m, ... Starting materials: COC1=CC=C(C(=O)NC=2C(=CC=CC2)N)C=C1 (N1-(4-methoxybenzoyl)-1,2-benzenediamine), BrC=1C=C2C(C(=O)OC2=O)=CC1 (4-bromophthalic anhydride). Solvent: O1CCCC1 (tetrahydrofuran). Reaction conditions: temperature 110 celsius. Yields the product COC1=CC=C(C(=O)NC2=C(C=CC=C2)N2C(C3=CC=C(C=C3C2=O)Br)=O)C=C1 (N-(4-Methoxybenzoyl)-2-(5-bromo-1,3-dihydro-1,3-dioxo-2H-isoindol-2-yl)benzeneamine). Yield: 93.4%. RXN SMILES: [CH3:1][O:2][C:3]1[CH:18]=[CH:17][C:6]([C:7]([NH:9][C:10]2[C:11]([NH2:16])=[CH:12][CH:13]=[CH:14][CH:15]=2)=[O:8])=[CH:5][CH:4]=1.[Br:19][C:20]1[CH:21]=[C:22]2[C:27](=O)[O:26][C:24](=[O:25])[C:23]2=[CH:29][CH:30]=1>O1CCCC1>[CH3:1][O:2][C:3]1[CH:4]=[CH:5][C:6]([C:7]([NH:9][C:10]2[CH:15]=[CH:14][CH:13]=[CH:12][C:11]=2[N:16]2[C:27](=[O:26])[C:22]3[C:23](=[CH:29][CH:30]=[C:20]([Br:19])[CH:21]=3)[C:24]2=[O:25])=[O:8])=[CH:17][CH:18]=1. Reported procedure: A pressure tube was charged with N1-(4-methoxybenzoyl)-1,2-benzenediamine (2.00 g, 8.26 mmol), 4-bromophthalic anhydride (1.88 g, 8.26 mmol), and tetrahydrofuran (8 mL). The resultant slurry was then placed in a bath heated to 110° C. for 16 h. After cooling to ambient temperature, the product was triturated with ethyl acetate/hexanes and collected by filtration. Recrystallization from ethyl acetate/hexanes yielded 3.48 g (93%) of the title compound. Reactants: ClC=1C=C(C=CC1F)C1=C(SC(=C1)C(=O)N1CNC(C1)=O)C=1C=C(C=C(C1)F)C#N (3-{3-(3-Chloro-4-fluorophenyl)-5-[(4-oxoimidazolidin-1-yl)carbonyl]thiophen-2-yl}-5-fluorobenzenecarbonitrile), BrC=1C=C(SC1Br)C(=O)OCC (Ethyl 4,5-dibromothiophene-2-carboxylate). The product is ClC=1C=C(C=CC1)C1=C(SC(=C1)C(=O)N1CNC(C1)=O)C=1C=C(C=C(C1)F)C#N (3-{3-(3-Chlorophenyl)-5-[(4-oxoimidazolidin-1-yl)carbonyl]thiophen-2-yl}-5-fluorobenzenecarbonitrile). As a reaction SMILES: [Cl:1][C:2]1[CH:3]=[C:4]([C:9]2[CH:13]=[C:12]([C:14]([N:16]3[CH2:20][C:19](=[O:21])[NH:18][CH2:17]3)=[O:15])[S:11][C:10]=2[C:22]2[CH:23]=[C:24]([C:29]#[N:30])[CH:25]=[C:26]([F:28])[CH:27]=2)[CH:5]=[CH:6][C:7]=1F.BrC1C=C(C(OCC)=O)SC=1Br>>[Cl:1][C:2]1[CH:3]=[C:4]([C:9]2[CH:13]=[C:12]([C:14]([N:16]3[CH2:20][C:19](=[O:21])[NH:18][CH2:17]3)=[O:15])[S:11][C:10]=2[C:22]2[CH:23]=[C:24]([C:29]#[N:30])[CH:25]=[C:26]([F:28])[CH:27]=2)[CH:5]=[CH:6][CH:7]=1. Procedure details: The preparation of the title compound takes place in analogy to the synthesis of the compound from Example 10 starting with the compound from Example 8A. 8.2 mg (1% of theory) of the title compound are obtained.